Dataset: the Open Reaction Database (ORD), a public repository of structured organic reaction records. Task: describe an organic reaction: reactants, conditions, products, and yield The reactants are C(CCC)C=1N(C(=CN1)C(C(C(=O)OC)(C1=CC=NC=C1)C)O)CC1=C(C=CC=C1)Cl (methyl 3-[2-n-butyl-1-(2-chlorophenyl)methyl-1H-imidazol-5-yl]-3-hydroxy-2-(4-pyridyl)-methylpropanoate), C(C)(=O)OC(C)=O (acetic anhydride), O (Water). The reagents and catalysts are CN(C1=CC=NC=C1)C (4-dimethylaminopyridine). Run in C(Cl)Cl (methylene chloride), C([O-])(O)=O.[Na+] (sodium bicarbonate). Run at time 2 hour. Yields the product C(C)(=O)OC(C(C(=O)OC)C1=CC=NC=C1)C1=CN=C(N1CC1=C(C=CC=C1)Cl)CCCC (methyl 3-acetoxy-3-[2-n-butyl-1-(2-chlorophenyl)methyl-1H-imidazol-5-yl]-2-(4-pyridyl)propanoate). The yield is 113.5%. RXN SMILES: [CH2:1]([C:5]1[N:6]([CH2:24][C:25]2[CH:30]=[CH:29][CH:28]=[CH:27][C:26]=2[Cl:31])[C:7]([CH:10]([OH:23])[C:11](C)([C:16]2[CH:21]=[CH:20][N:19]=[CH:18][CH:17]=2)[C:12]([O:14][CH3:15])=[O:13])=[CH:8][N:9]=1)[CH2:2][CH2:3][CH3:4].[C:32](OC(=O)C)(=[O:34])[CH3:33].O>CN(C)C1C=CN=CC=1.C(Cl)Cl.C(=O)(O)[O-].[Na+]>[C:32]([O:23][CH:10]([C:7]1[N:6]([CH2:24][C:25]2[CH:30]=[CH:29][CH:28]=[CH:27][C:26]=2[Cl:31])[C:5]([CH2:1][CH2:2][CH2:3][CH3:4])=[N:9][CH:8]=1)[CH:11]([C:16]1[CH:21]=[CH:20][N:19]=[CH:18][CH:17]=1)[C:12]([O:14][CH3:15])=[O:13])(=[O:34])[CH3:33] |f:5.6|. Procedure details: A solution of methyl 3-[2-n-butyl-1-(2-chlorophenyl)methyl-1H-imidazol-5-yl]-3-hydroxy-2-(4-pyridyl)-methylpropanoate (3.32 g, 7.5 mmol) methylene chloride (50 mL), 4-dimethylaminopyridine (150 mg, 1.3 mmol) and acetic anhydride (7.1 mL, 75 mmol) was stirred at ambient temperature for 18 hours. Water (5 mL) was added, the mixture was stirred for 2 hours and then diluted with methylene chloride and 5% sodium bicarbonate solution. The organic phase was washed with 5% sodium bicarbonate solution an... Reactants: NC=1C(=CC(=NC1)OC=1C=C(C=CC1)NC(C)=O)NC1=CC=C(C=C1)O (N-[3-({5-Amino-4-[(4-hydroxyphenyl)amino]-2-pyridinyl}oxy)phenyl]acetamide), C(#N)CC(=O)OCC (ethyl cyanoacetate). Run at temperature 195 celsius. Yields the product C(#N)CC1N(C2=C(C=NC(=C2)OC=2C=C(C=CC2)NC(C)=O)N1)C1=CC=C(C=C1)O (N-(3-{[2-(cyanomethyl)-1-(4-hydroxyphenyl)-2,3-dihydro-1H-imidazo[4,5-c]pyridin-6-yl]oxy}phenyl)acetamide). The yield is 78.0%. As a reaction SMILES: [NH2:1][C:2]1[C:3]([NH:19][C:20]2[CH:25]=[CH:24][C:23]([OH:26])=[CH:22][CH:21]=2)=[CH:4][C:5]([O:8][C:9]2[CH:10]=[C:11]([NH:15][C:16](=[O:18])[CH3:17])[CH:12]=[CH:13][CH:14]=2)=[N:6][CH:7]=1.[C:27]([CH2:29][C:30](OCC)=O)#[N:28]>>[C:27]([CH2:29][CH:30]1[NH:1][C:2]2[CH:7]=[N:6][C:5]([O:8][C:9]3[CH:10]=[C:11]([NH:15][C:16](=[O:18])[CH3:17])[CH:12]=[CH:13][CH:14]=3)=[CH:4][C:3]=2[N:19]1[C:20]1[CH:21]=[CH:22][C:23]([OH:26])=[CH:24][CH:25]=1)#[N:28]. Reported procedure: The product from Step 3 (2.9 g, 8.3 mmol) and ethyl cyanoacetate (6 mL) were combined and heated to 195° C. in a sealed tube. The reaction mixture was cooled and the crude material was purified by chromatography (0-10% methanol in EtOAc) to give the title compound (2.6 g, 78%). MS (ES+) m/e 400 [M+H]+. Starting materials: O[C@H](CN1CCC(CC1)NC(OC(C)(C)C)=O)CN1C(CCC2=CC=C(N=C12)OC)=O (1,1-dimethylethyl (1-{(2R)-2-hydroxy-3-[7-(methyloxy)-2-oxo-3,4-dihydro-1,8-naphthyridin-1(2H)-yl]propyl}-4-piperidinyl)carbamate), CS(=O)(=O)OS(=O)(=O)C (methanesulfonic anhydride), [I-].[Na+] (sodium iodide). Run in C(Cl)(Cl)Cl (chloroform), C(C)N(CC)CC (triethylamine). Conditions: temperature 80 celsius. Yields the product O=C1N2C=3N(C(CCC3C=C1)=O)CC2CN2CCC(CC2)NC(OC(C)(C)C)=O (1,1-Dimethylethyl {1-[(4,9-dioxo-1,2,8,9-tetrahydro-4H,7H-imidazo[1,2,3-ij]-1,8-naphthyridin-2-yl)methyl]-4-piperidinyl}carbamate). Yield: 50.7%. Reaction SMILES: O[C@@H:2]([CH2:18][N:19]1[C:28]2[C:23](=[CH:24][CH:25]=[C:26]([O:29]C)[N:27]=2)[CH2:22][CH2:21][C:20]1=[O:31])[CH2:3][N:4]1[CH2:9][CH2:8][CH:7]([NH:10][C:11](=[O:17])[O:12][C:13]([CH3:16])([CH3:15])[CH3:14])[CH2:6][CH2:5]1.CS(OS(C)(=O)=O)(=O)=O.[I-].[Na+]>C(Cl)(Cl)Cl.C(N(CC)CC)C>[O:29]=[C:26]1[CH:25]=[CH:24][C:23]2[CH2:22][CH2:21][C:20](=[O:31])[N:19]3[CH2:18][CH:2]([CH2:3][N:4]4[CH2:5][CH2:6][CH:7]([NH:10][C:11](=[O:17])[O:12][C:13]([CH3:14])([CH3:16])[CH3:15])[CH2:8][CH2:9]4)[N:27]1[C:28]=23 |f:2.3|. Procedure: A solution of 1,1-dimethylethyl (1-{(2R)-2-hydroxy-3-[7-(methyloxy)-2-oxo-3,4-dihydro-1,8-naphthyridin-1(2H)-yl]propyl}-4-piperidinyl)carbamate (3.9 g, 8.97 mmol) in chloroform (150 ml) and triethylamine (3.1 ml) under argon was treated with methanesulfonic anhydride (3.1 g, 17.94 mmol) at room temperature and then heated at reflux for 2.5 h. The solvents were evaporated and the residue dissolved in acetonitrile (150 ml) and treated with sodium iodide (6.7 g, 44.85 mmol) and heated at 80° C. Aft... Yields the product CCOc1ccc(-c2cc3c(ncn3CCN3CCOCC3)c(C#N)n2)cc1C(F)(F)F. As a reaction SMILES: [Br:1][CH2:2][CH2:3][n:4]1[cH:5][n:6][c:7]2[c:8]([C:26]#[N:27])[n:9][c:10](-[c:13]3[cH:14][c:15]([C:22]([F:23])([F:24])[F:25])[c:16]([O:19][CH2:20][CH3:21])[cH:17][cH:18]3)[cH:11][c:12]12.[CH2:28]1[CH2:29][O:30][CH2:31][CH2:32][NH:33]1.[CH3:39][OH:40].[O:34]=[CH:35][N:36]([CH3:37])[CH3:38]>>[CH2:2]([CH2:3][n:4]1[cH:5][n:6][c:7]2[c:8]([C:26]#[N:27])[n:9][c:10](-[c:13]3[cH:14][c:15]([C:22]([F:23])([F:24])[F:25])[c:16]([O:19][CH2:20][CH3:21])[cH:17][cH:18]3)[cH:11][c:12]12)[N:33]1[CH2:28][CH2:29][O:30][CH2:31][CH2:32]1. The reactants are CCOc1ccc(-c2cc3c(ncn3CCBr)c(C#N)n2)cc1C(F)(F)F, C1COCCN1, CO, CN(C)C=O. The reactants are CC1=C(N=C(O1)C1=CC=C(C=C1)N1CCOCC1)CCOS(=O)(=O)C1=CC=C(C=C1)C (toluene-4-sulfonic acid 2-[5-methyl-2-(4-morpholin-4-yl-phenyl)-oxazol-4-yl]-ethyl ester), COC(CCC1=C(C=C(C=C1)O)CCNC(=O)OC(C)C)=O (3-[4-hydroxy-2-(2-isopropoxycarbonylamino-ethyl)-phenyl]-propionic acid methyl ester), C(=O)([O-])[O-].[K+].[K+] (K2CO3). The solvent is O (water), CN(C)C=O (DMF). Reaction conditions: temperature 65 celsius, time 16 hour. The product is COC(CCC1=C(C=C(C=C1)OCCC=1N=C(OC1C)C1=CC=C(C=C1)N1CCOCC1)CCNC(=O)OC(C)C)=O (3-(2-(2-isopropoxycarbonylamino-ethyl)-4-{2-[5-methyl-2-(4-morpholin-4-yl-phenyl)-oxazol-4-yl]-ethoxy}-phenyl)-propionic acid methyl ester). RXN SMILES: [CH3:1][C:2]1[O:6][C:5]([C:7]2[CH:12]=[CH:11][C:10]([N:13]3[CH2:18][CH2:17][O:16][CH2:15][CH2:14]3)=[CH:9][CH:8]=2)=[N:4][C:3]=1[CH2:19][CH2:20][O:21]S(C1C=CC(C)=CC=1)(=O)=O.[CH3:32][O:33][C:34](=[O:53])[CH2:35][CH2:36][C:37]1[CH:42]=[CH:41][C:40](O)=[CH:39][C:38]=1[CH2:44][CH2:45][NH:46][C:47]([O:49][CH:50]([CH3:52])[CH3:51])=[O:48].C([O-])([O-])=O.[K+].[K+]>CN(C=O)C.O>[CH3:32][O:33][C:34](=[O:53])[CH2:35][CH2:36][C:37]1[CH:42]=[CH:41][C:40]([O:21][CH2:20][CH2:19][C:3]2[N:4]=[C:5]([C:7]3[CH:12]=[CH:11][C:10]([N:13]4[CH2:18][CH2:17][O:16][CH2:15][CH2:14]4)=[CH:9][CH:8]=3)[O:6][C:2]=2[CH3:1])=[CH:39][C:38]=1[CH2:44][CH2:45][NH:46][C:47]([O:49][CH:50]([CH3:51])[CH3:52])=[O:48] |f:2.3.4|. Procedure details: A solution of toluene-4-sulfonic acid 2-[5-methyl-2-(4-morpholin-4-yl-phenyl)-oxazol-4-yl]-ethyl ester (44 mg, 0.10 mmol; Preparation 5) and 3-[4-hydroxy-2-(2-isopropoxycarbonylamino-ethyl)-phenyl]-propionic acid methyl ester (31 mg, 0.10 mmol) in DMF (1.0 mL) was treated with K2CO3 (30 mg). The resulting suspension was stirred at 65° C. for 16 h and diluted with water (10 mL). The mixture was extracted with EtOAc (3×10 mL). The combined organic layers were dried (Na2SO4), concentrated, and puri... Reactants: C(=O)NCCC1=CC(=C(C=C1)OC)OC (N-formyl-2(3,4-dimethoxy-phenyl)-ethylamine), polyphosphoric acid. Solvent: N (ammonia). Conditions: temperature 140 celsius, time 30 minute. Product: COC=1C=C2CCN=CC2=CC1OC (6,7-Dimethoxy-3,4-dihydroisoquinoline). RXN SMILES: [CH:1]([NH:3][CH2:4][CH2:5][C:6]1[CH:11]=[CH:10][C:9]([O:12][CH3:13])=[C:8]([O:14][CH3:15])[CH:7]=1)=O>N>[CH3:15][O:14][C:8]1[CH:7]=[C:6]2[C:11](=[CH:10][C:9]=1[O:12][CH3:13])[CH:1]=[N:3][CH2:4][CH2:5]2. Procedure: The N-formyl-2(3,4-dimethoxy-phenyl)-ethylamine so obtained is stirred with polyphosphoric acid (1 kg) and heated to 140° C. (oil bath temperature). The reaction mixture foams vigorously starting from an internal temperature of 70° C. After 30 minutes, an internal temperature of about 140° C. is attained. The mixture is then poured onto water (1 liter) and made alkaline with concentrated ammonia (1.8 liters) while ice is added. The reaction product is extracted repeatedly with ethyl acetate, the...